Task: describe an organic reaction: reactants, conditions, products, and yield. Dataset: the Open Reaction Database (ORD), a public repository of structured organic reaction records The reactants are CC(=O)O, COC(=O)C1C(=O)CCN(N2CCCCC2)C1=O. Yields the product O=C1CCN(N2CCCCC2)C(=O)C1. RXN SMILES: [CH3:19][C:20](=[O:21])[OH:22].[CH3:1][O:2][C:3](=[O:4])[CH:5]1[C:6](=[O:18])[N:7]([N:12]2[CH2:13][CH2:14][CH2:15][CH2:16][CH2:17]2)[CH2:8][CH2:9][C:10]1=[O:11]>>[CH2:5]1[C:6](=[O:18])[N:7]([N:12]2[CH2:13][CH2:14][CH2:15][CH2:16][CH2:17]2)[CH2:8][CH2:9][C:10]1=[O:11]. Reactants: COCO[C@@H](C(=O)OCC1=CC=CC=C1)CC1=CC=C(C=C1)N1CCOCC1 (benzyl (R)-2-methoxymethoxy-3-(4-morpholinophenyl)propionate), [H][H] (hydrogen). Reagents/catalysts: [C].[Pd] (palladium-carbon). Solvent: CO (methanol). Product: COCO[C@@H](C(=O)O)CC1=CC=C(C=C1)N1CCOCC1 ((R)-2-methoxymethoxy-3-(4-morpholino-phenyl)propionic acid). Isolated yield 113.2%. RXN SMILES: [CH3:1][O:2][CH2:3][O:4][C@H:5]([CH2:16][C:17]1[CH:22]=[CH:21][C:20]([N:23]2[CH2:28][CH2:27][O:26][CH2:25][CH2:24]2)=[CH:19][CH:18]=1)[C:6]([O:8]CC1C=CC=CC=1)=[O:7].[H][H]>CO.[C].[Pd]>[CH3:1][O:2][CH2:3][O:4][C@H:5]([CH2:16][C:17]1[CH:18]=[CH:19][C:20]([N:23]2[CH2:24][CH2:25][O:26][CH2:27][CH2:28]2)=[CH:21][CH:22]=1)[C:6]([OH:8])=[O:7] |f:3.4|. Procedure details: To a solution of benzyl (R)-2-methoxymethoxy-3-(4-morpholinophenyl)propionate (1.66 g) in methanol (8.6 ml) was added 10% palladium-carbon (0.2 g), and hydrogenation was carried out in a hydrogen atmosphere at atmospheric pressure and room temperature for 100 minutes. After the catalyst was filtered off, the solvent was distilled off under reduced pressure. The residue was further subjected to azeotropic distillation with isopropyl ether-hexane to provide 1.44 g of (R)-2-methoxymethoxy-3-(4-morp... The reactants are C(CCC#C)(=O)O (4-pentynoic acid), OS(=O)(=O)O (H2SO4), C(C)O (ethanol). Run at temperature 50 celsius. The product is C(CCC#C)(=O)OCC (ethyl pent-4-ynoate). Yield: 70.0%. Reaction SMILES: [C:1]([OH:7])(=[O:6])[CH2:2][CH2:3][C:4]#[CH:5].OS(O)(=O)=O.[CH2:13](O)[CH3:14]>>[C:1]([O:7][CH2:13][CH3:14])(=[O:6])[CH2:2][CH2:3][C:4]#[CH:5]. Procedure: In analogy to the method as described in Tetrahedron, 2000, 56, 5735-5742, a mixture of the 4-pentynoic acid (10 g, 102 mmol) and H2SO4 98% (0.338 mL, 6.12 mmol) in ethanol (113 mL) was heated at 50° C. overnight. The reaction mixture was concentrated and the crude product was dissolved in ethyl acetate, washed with NaHCO3 1M and water. The solvent was removed under reduced pressure to afford 9.04 g of ethyl pent-4-ynoate (Yield: 70%) as a colorless oil. The reactants are COCCOC, [Ca+2], O=C(Cl)OCCCCl, Nc1cc(Cl)c(O)cc1[N+](=O)[O-], O=C([O-])[O-]. The product is O=C(Nc1cc(Cl)c(O)cc1[N+](=O)[O-])OCCCCl. Reaction SMILES: [CH2:26]([CH2:27][O:28][CH3:29])[O:30][CH3:31].[Ca+2:13].[Cl:18][C:19](=[O:20])[O:21][CH2:22][CH2:23][CH2:24][Cl:25].[Cl:1][c:2]1[cH:3][c:4]([NH2:12])[c:5]([N+:9](=[O:10])[O-:11])[cH:6][c:7]1[OH:8].[O-:14][C:15](=[O:16])[O-:17]>>[Cl:1][c:2]1[cH:3][c:4]([NH:12][C:19](=[O:20])[O:21][CH2:22][CH2:23][CH2:24][Cl:25])[c:5]([N+:9](=[O:10])[O-:11])[cH:6][c:7]1[OH:8]. The reactants are ClC1=CC=C2C(=CN(C2=C1)CCC(C)C)C(C(F)(F)F)=O (1-[6-chloro-1-(3-methyl-butyl)-1H-indol-3-yl]-2,2,2-trifluoro-ethanone), [OH-].[Na+] (sodium hydroxide). Run in O (water). Run at temperature 25 celsius. Yields the product ClC1=CC=C2C(=CN(C2=C1)CCC(C)C)C(=O)O (6-chloro-1-(3-methyl-butyl)-1H-indole-3-carboxylic acid). Yield: 69.5%. As a reaction SMILES: [Cl:1][C:2]1[CH:10]=[C:9]2[C:5]([C:6]([C:16](=[O:21])C(F)(F)F)=[CH:7][N:8]2[CH2:11][CH2:12][CH:13]([CH3:15])[CH3:14])=[CH:4][CH:3]=1.[OH-:22].[Na+]>O>[Cl:1][C:2]1[CH:10]=[C:9]2[C:5]([C:6]([C:16]([OH:21])=[O:22])=[CH:7][N:8]2[CH2:11][CH2:12][CH:13]([CH3:14])[CH3:15])=[CH:4][CH:3]=1 |f:1.2|. Reported procedure: A mixture of 1-[6-chloro-1-(3-methyl-butyl)-1H-indol-3-yl]-2,2,2-trifluoro-ethanone (284.9 mg, 0.81 mmol) in a 20% aqueous sodium hydroxide solution (2.7 mL) was heated under reflux for 17 h. At this time, the reaction was cooled to 25° C. and was diluted with water (75 mL). This mixture was extracted with diethyl ether (1×50 mL). The aqueous layer was acidified to pH=1 with concentrated hydrochloric acid and then extracted with ethyl acetate (1×75 mL). The combined organic layers were washed wi... Starting materials: O=C1c2cc(Cl)c(Cl)cc2C(=O)N1CC1CC2(CCO1)OCCO2, Cl, C1CCOC1. The product is O=C1CCOC(CN2C(=O)c3cc(Cl)c(Cl)cc3C2=O)C1. As a reaction SMILES: [Cl:1][c:2]1[cH:3][c:4]2[c:8]([cH:9][c:10]1[Cl:11])[C:7](=[O:12])[N:6]([CH2:13][CH:14]1[CH2:15][C:16]3([O:17][CH2:20][CH2:19][O:18]3)[CH2:21][CH2:22][O:23]1)[C:5]2=[O:24].[ClH:25].[O:26]1[CH2:27][CH2:28][CH2:29][CH2:30]1>>[Cl:1][c:2]1[cH:3][c:4]2[c:8]([cH:9][c:10]1[Cl:11])[C:7](=[O:12])[N:6]([CH2:13][CH:14]1[CH2:15][C:16](=[O:17])[CH2:21][CH2:22][O:23]1)[C:5]2=[O:24]. Reactants: CCOC(=O)C1CCC(n2cccn2)CC1, C1COCCO1, Cl, [Na+], [OH-]. Yields the product O=C(O)C1CCC(n2cccn2)CC1. As a reaction SMILES: [CH2:1]([CH3:2])[O:3][C:4](=[O:5])[CH:6]1[CH2:7][CH2:8][CH:9]([n:12]2[n:13][cH:14][cH:15][cH:16]2)[CH2:10][CH2:11]1.[CH2:20]1[O:21][CH2:22][CH2:23][O:24][CH2:25]1.[ClH:19].[Na+:18].[OH-:17]>>[O:3]=[C:4]([OH:5])[CH:6]1[CH2:7][CH2:8][CH:9]([n:12]2[n:13][cH:14][cH:15][cH:16]2)[CH2:10][CH2:11]1.